Dataset: the Open Reaction Database (ORD), a public repository of structured organic reaction records. Task: describe an organic reaction: reactants, conditions, products, and yield Procedure details: To a solution of methyl 6-(1-hydroxy-2-methyl-1-(1-trityl-1H-imidazol-4-yl)propyl)-2-naphthoate (16.5 g) in THF (160 mL) was added methanol (35 mL) and 4N-NaOH (35 mL) at 60° C. The mixture was stirred for 2 h, neutralized with conc.HCl. The mixture was concentrated, diluted with water and extracted with ethyl acetate. The extract was concentrated to give crude mixture of 6-(1-hydroxy-2-methyl-1-(1-trityl-1H-imidazol-4-yl)propyl)-2-naphthoic acid. To a solution of the crude mixture was added cyc... Conditions: time 2 hour. Yields the product C1(CC1)NC(=O)C1=CC2=CC=C(C=C2C=C1)C(C(C)C)(C=1N=CNC1)O (N-Cyclopropyl-6-[1-hydroxy-1-(1H-imidazol-4-yl)-2-methylpropyl)-2-naphthamide). As a reaction SMILES: [OH:1][C:2]([C:30]1[CH:31]=[C:32]2[C:37](=[CH:38][CH:39]=1)[CH:36]=[C:35]([C:40](OC)=[O:41])[CH:34]=[CH:33]2)([C:6]1[N:7]=[CH:8][N:9](C(C2C=CC=CC=2)(C2C=CC=CC=2)C2C=CC=CC=2)[CH:10]=1)[CH:3]([CH3:5])[CH3:4].[OH-].[Na+].Cl.OC(C1C=C2C(=CC=1)C=C(C(O)=O)C=C2)(C1N=CN(C(C2C=CC=CC=2)(C2C=CC=CC=2)C2C=CC=CC=2)C=1)C(C)C.[CH:89]1([NH2:92])[CH2:91][CH2:90]1.ON1C2C=CC=CC=2N=N1.Cl.CN(C)CCCN=C=NCC>C1COCC1.O.CO>[CH:89]1([NH:92][C:40]([C:35]2[CH:34]=[CH:33][C:32]3[C:37](=[CH:38][CH:39]=[C:30]([C:2]([OH:1])([C:6]4[N:7]=[CH:8][NH:9][CH:10]=4)[CH:3]([CH3:5])[CH3:4])[CH:31]=3)[CH:36]=2)=[O:41])[CH2:91][CH2:90]1 |f:1.2,7.8|. Starting materials: OC(C(C)C)(C=1N=CN(C1)C(C1=CC=CC=C1)(C1=CC=CC=C1)C1=CC=CC=C1)C=1C=C2C=CC(=CC2=CC1)C(=O)OC (methyl 6-(1-hydroxy-2-methyl-1-(1-trityl-1H-imidazol-4-yl)propyl)-2-naphthoate), [OH-].[Na+] (NaOH), OC(C(C)C)(C=1N=CN(C1)C(C1=CC=CC=C1)(C1=CC=CC=C1)C1=CC=CC=C1)C=1C=C2C=CC(=CC2=CC1)C(=O)O (6-(1-hydroxy-2-methyl-1-(1-trityl-1H-imidazol-4-yl)propyl)-2-naphthoic acid), Cl (HCl), crude mixture, C1(CC1)N (cyclopropylamine), ON1N=NC2=C1C=CC=C2 (1-hydroxybenzotriazole), Cl.CN(CCCN=C=NCC)C (1-(3-dimethylaminopropyl)-3-ethylcarbodiimide hydrochloride). Run in O (water), C1CCOC1 (THF), CO (methanol). Reactants: BrC1=CC=C2C=CC3=CC(=CC4=CC=C1C2=C34)C(C)(C)C (1-bromo-7-t-butylpyrene), CC1=CC=C(C=C1)B(O)O (4-methylphenylboronic acid), P(=O)([O-])([O-])[O-].[K+].[K+].[K+] (tripotassium phosphate), CN(C=O)C (dimethylformamide). Reagents/catalysts: [Br-].C(CCC)[N+](CCCC)(CCCC)CCCC (tetrabutylammonium bromide), C(C)(=O)[O-].[Pd+2].C(C)(=O)[O-] (palladium acetate). Solvent: O (water). Reaction conditions: temperature 130 celsius, time 2 hour. The product is C(C)(C)(C)C=1C=C2C=CC3=CC=C(C4=CC=C(C1)C2=C43)C4=CC=C(C=C4)C (7-t-butyl-1-(4-methylphenyl)pyrene). Isolated yield 63.1%. As a reaction SMILES: Br[C:2]1[C:15]2[C:16]3=[C:17]4[C:12](=[CH:13][CH:14]=2)[CH:11]=[C:10]([C:18]([CH3:21])([CH3:20])[CH3:19])[CH:9]=[C:8]4[CH:7]=[CH:6][C:5]3=[CH:4][CH:3]=1.[CH3:22][C:23]1[CH:28]=[CH:27][C:26](B(O)O)=[CH:25][CH:24]=1.P([O-])([O-])([O-])=O.[K+].[K+].[K+].CN(C)C=O>[Br-].C([N+](CCCC)(CCCC)CCCC)CCC.C([O-])(=O)C.[Pd+2].C([O-])(=O)C.O>[C:18]([C:10]1[CH:9]=[C:8]2[C:17]3=[C:16]4[C:5](=[CH:4][CH:3]=[C:2]([C:26]5[CH:27]=[CH:28][C:23]([CH3:22])=[CH:24][CH:25]=5)[C:15]4=[CH:14][CH:13]=[C:12]3[CH:11]=1)[CH:6]=[CH:7]2)([CH3:19])([CH3:21])[CH3:20] |f:2.3.4.5,7.8,9.10.11|. Procedure details: A mixed solution of 2.3 g of 1-bromo-7-t-butylpyrene, 1.2 g of 4-methylphenylboronic acid, 3.8 g of tripotassium phosphate, 0.58 g of tetrabutylammonium bromide, 12 mg of palladium acetate and 30 ml of dimethylformamide was heated and stirred under a nitrogen gas stream at 130° C. for 2 hours. The solution was cooled to room temperature and 30 ml of water was poured into the solution, followed by extraction with 50 ml of dichloromethane. The organic layer was washed twice with 20 ml of water, dr... Starting materials: C([C@@H](O)[C@H](O)C(=O)O)(=O)O (D-tartaric acid), [OH-].[Na+] (sodium hydroxide). The solvent is O (water). Run at temperature 116 celsius. The product is C([C@@H](O)[C@H](O)C(=O)O)(=O)O (D-tartaric acid), C(C(O)C(O)C(=O)O)(=O)O (DL-tartaric acid), [C@@H]([C@@H](C(=O)O)O)(C(=O)O)O (meso-tartaric acid). Reaction SMILES: [C:1]([OH:10])(=[O:9])[C@H:2]([C@@H:4]([C:6]([OH:8])=[O:7])[OH:5])[OH:3].[OH-].[Na+]>O>[C:1]([OH:10])(=[O:9])[C@H:2]([C@@H:4]([C:6]([OH:8])=[O:7])[OH:5])[OH:3].[C:1]([OH:10])(=[O:9])[CH:2]([CH:4]([C:6]([OH:8])=[O:7])[OH:5])[OH:3].[C@H:2]([OH:3])([C:1]([OH:10])=[O:9])[C@H:4]([OH:5])[C:6]([OH:8])=[O:7] |f:1.2|. Reported procedure: Into a test tube equipped with a reflux condenser were charged 4.86 g of D-tartaric acid, 7.78 g of sodium hydroxide and 10.6 g of water. The mixture was heated at 116°C in an oil bath for 8 hours under reflux. Analysis of the resulting reaction mixture gave 0.11 g of unreacted D-tartaric acid, 2.45 g of DL-tartaric acid and 1.79 g of meso-tartaric acid. The conversion of D-tartaric acid to DL-tartaric acid was 50.4%. The reactants are NC[C@@H]1[C@H]2C[C@H]2CN1C(=O)C=1N=C(SC1C=1C=C(C=CC1)C)C (((1S,2S,5R)-2-Aminomethyl-3-aza-bicyclo[3.1.0]hex-3-yl)-(2-methyl-5-m-tolyl-thiazol-4-yl)-methanone), O1CCCC2=CC=CC(=C12)C(=O)O (Chroman-8-carboxylic acid). Product: CC=1SC(=C(N1)C(=O)N1[C@@H]([C@H]2C[C@H]2C1)CNC(=O)C=1C=CC=C2CCCOC12)C=1C=C(C=CC1)C (Chroman-8-carboxylic Acid[(1S,2S,5R)-3-(2-methyl-5-m-tolyl-thiazole-4-carbonyl)-3-aza-bicyclo[3.1.0]hex-2-ylmethyl]-amide). RXN SMILES: [NH2:1][CH2:2][C@H:3]1[N:8]([C:9]([C:11]2[N:12]=[C:13]([CH3:23])[S:14][C:15]=2[C:16]2[CH:17]=[C:18]([CH3:22])[CH:19]=[CH:20][CH:21]=2)=[O:10])[CH2:7][C@H:6]2[C@@H:4]1[CH2:5]2.[O:24]1[C:33]2[C:28](=[CH:29][CH:30]=[CH:31][C:32]=2[C:34](O)=[O:35])[CH2:27][CH2:26][CH2:25]1>>[CH3:23][C:13]1[S:14][C:15]([C:16]2[CH:17]=[C:18]([CH3:22])[CH:19]=[CH:20][CH:21]=2)=[C:11]([C:9]([N:8]2[CH2:7][C@H:6]3[C@H:4]([CH2:5]3)[C@H:3]2[CH2:2][NH:1][C:34]([C:32]2[CH:31]=[CH:30][CH:29]=[C:28]3[C:33]=2[O:24][CH2:25][CH2:26][CH2:27]3)=[O:35])=[O:10])[N:12]=1. Procedure: prepared by reaction of ((1S,2S,5R)-2-Aminomethyl-3-aza-bicyclo[3.1.0]hex-3-yl)-(2-methyl-5-m-tolyl-thiazol-4-yl)-methanone with Chroman-8-carboxylic acid. Starting materials: [H-].[Na+] (Sodium hydride), C1(=CC=CC=C1)C(C#N)C1=CC=CC=C1 (diphenylacetonitrile), O1CCCC1 (THF), CC(CN(C)C)Cl.Cl (2-dimethylaminoisopropyl chloride hydrochloride). Product: C1(=CC=CC=C1)C(C#N)(CC(C)N(C)C)C1=CC=CC=C1 (2,2-Diphenyl-4-dimethylaminopentanenitrile). As a reaction SMILES: [H-].[Na+].[C:3]1([CH:9]([C:12]2[CH:17]=[CH:16][CH:15]=[CH:14][CH:13]=2)[C:10]#[N:11])[CH:8]=[CH:7][CH:6]=[CH:5][CH:4]=1.C[CH:19](Cl)[CH2:20][N:21]([CH3:23])[CH3:22].Cl.O1CCC[CH2:27]1>>[C:12]1([C:9]([C:3]2[CH:4]=[CH:5][CH:6]=[CH:7][CH:8]=2)([CH2:19][CH:20]([N:21]([CH3:23])[CH3:22])[CH3:27])[C:10]#[N:11])[CH:13]=[CH:14][CH:15]=[CH:16][CH:17]=1 |f:0.1,3.4|. Reported procedure: Sodium hydride (19.5 g of an 80% dispersion in oil, 0.65 mol) was added to a 1 L 3-neck round bottom flask and triturated twice with hexane (150 mL) to remove the oil). Tetrahydrofuran (THF)(150 mL) was added to the flask followed by a stir bar and the resulting suspension stirred under argon whilst adding a solution of diphenylacetonitrile (58 g, 0.3 mol) in THF (150 mL) dropwise via a dropping funnel over 40 minutes. It became necessary to cool the flask in a cold water bath during the additio... The reactants are COC(C(=CC(C)C)C1=CC(=C(C=C1)Cl)Cl)=O (2-(3,4-dichloro-phenyl)-4-methyl-pent-2-enoic acid methyl ester), CNC(=O)N (methyl urea), C[O-].[Mg+2].C[O-] (magnesium methoxide), CO (methanol). Conditions: temperature 25 celsius. Product: hexanes ethyl acetate, ClC=1C=C(C=CC1Cl)C(C(=O)NC(=O)NC)=CC(C)C (1-[2-(3,4-dichloro-phenyl)-4-methyl-pent-2-enoyl]-3-methyl-urea). The yield is 32.4%. RXN SMILES: CO[C:3](=[O:17])[C:4]([C:9]1[CH:14]=[CH:13][C:12]([Cl:15])=[C:11]([Cl:16])[CH:10]=1)=[CH:5][CH:6]([CH3:8])[CH3:7].[CH3:18][NH:19][C:20]([NH2:22])=[O:21].C[O-].[Mg+2].C[O-].CO>>[Cl:16][C:11]1[CH:10]=[C:9]([C:4](=[CH:5][CH:6]([CH3:7])[CH3:8])[C:3]([NH:22][C:20]([NH:19][CH3:18])=[O:21])=[O:17])[CH:14]=[CH:13][C:12]=1[Cl:15] |f:2.3.4|. Procedure: The isomeric mixture of 2-(3,4-dichloro-phenyl)-4-methyl-pent-2-enoic acid methyl ester [749.0 mg, 2.74 mmol, (E):(Z)=3.5:1] and methyl urea (812.6 mg, 10.97 mmol) were treated with a solution of magnesium methoxide in methanol (7.4 wt %, 16 mL, 10.97 mmol). The resulting reaction mixture was heated under reflux for 15 h. The reaction mixture was allowed to cool to 25° C. and then filtered through celite. The celite was thoroughly washed with ethyl acetate. The filtrate was concentrated in vacuo... The reactants are C(\C=C\C(=O)O)(=O)O (fumaric acid), CN1CCC(CC1)C1=NNC2=CC=CC=C12 (3-(1-methyl-4-piperidinyl)-1H-indazole), C1(=CC=C(C=C1)C(=O)Cl)C (4-toluoyl chloride), [OH-].[NH4+] (ammonium hydroxide). RXN SMILES: [CH3:1][N:2]1[CH2:7][CH2:6][CH:5]([C:8]2[C:16]3[C:11](=[CH:12][CH:13]=[CH:14][CH:15]=3)[NH:10][N:9]=2)[CH2:4][CH2:3]1.[C:17]1([CH3:26])[CH:22]=[CH:21][C:20]([C:23](Cl)=[O:24])=[CH:19][CH:18]=1.[OH-].[NH4+].[C:29]([OH:36])(=[O:35])/[CH:30]=[CH:31]/[C:32]([OH:34])=[O:33]>C(O)C.CCOCC>[C:29]([OH:36])(=[O:35])/[CH:30]=[CH:31]/[C:32]([OH:34])=[O:33].[CH3:26][C:17]1[CH:22]=[CH:21][C:20]([C:23]([N:10]2[C:11]3[C:16](=[CH:15][CH:14]=[CH:13][CH:12]=3)[C:8]([CH:5]3[CH2:4][CH2:3][N:2]([CH3:1])[CH2:7][CH2:6]3)=[N:9]2)=[O:24])=[CH:19][CH:18]=1 |f:2.3,7.8|. Run at temperature 100 celsius, time 16 hour. Product: C(\C=C\C(=O)O)(=O)O.CC1=CC=C(C(=O)N2N=C(C3=CC=CC=C23)C2CCN(CC2)C)C=C1 (1-(4-Methylbenzoyl)-3-(1-methyl-4-piperidinyl)-1H-indazole fumarate). The solvent is C(C)O (ethanol), CCOCC (ether), CCOCC (Ether). Procedure details: A mixture of 3.0 g of 3-(1-methyl-4-piperidinyl)-1H-indazole and 8 ml of 4-toluoyl chloride was heated at 100° C. on a steam bath for 4 hrs. Ether was added to the cooled mixture and the salt was coolected. The salt was converted to its free base by means of ammonium hydroxide solution. The base was dissolved in ethanol (90 ml)-ether (175 ml) and 1.5 g of fumaric acid was added. The mixture was stirred at ambient temperature for 16 hrs, and the resultant fumarate salt was collected. Recrystalliz... Yield: 60.0%.